This data is from the Open Reaction Database (ORD), a public repository of structured organic reaction records. The task is: describe an organic reaction: reactants, conditions, products, and yield Starting materials: OC[C@@H]1[C@]2(C)[C@@H](CC1)[C@@H]1CN(C3=C[C@H](CC[C@]3(C)[C@H]1CC2)O)C(=O)OC(C)(C)C (17β-Hydroxymethyl-3b-hydroxy-6-t-butoxycarbonyl-6-azaandrost-4-ene). The reagents and catalysts are [O-2].[Mn+4].[O-2] (manganese(IV) oxide). Run in C(Cl)(Cl)Cl (chloroform). Conditions: time 3.5 hour. Product: OC[C@@H]1[C@]2(C)[C@@H](CC1)[C@@H]1CN(C3=CC(CC[C@]3(C)[C@H]1CC2)=O)C(=O)OC(C)(C)C (17β-hydroxymethyl-6-t-butoxycarbonyl-6-azaandrost-4-en-3-one). RXN SMILES: [OH:1][CH2:2][C@H:3]1[CH2:8][CH2:7][C@H:6]2[C@H:9]3[C@H:19]([CH2:20][CH2:21][C@:4]12[CH3:5])[C@:17]1([CH3:18])[C:12](=[CH:13][C@@H:14]([OH:22])[CH2:15][CH2:16]1)[N:11]([C:23]([O:25][C:26]([CH3:29])([CH3:28])[CH3:27])=[O:24])[CH2:10]3>C(Cl)(Cl)Cl.[O-2].[Mn+4].[O-2]>[OH:1][CH2:2][C@H:3]1[CH2:8][CH2:7][C@H:6]2[C@H:9]3[C@H:19]([CH2:20][CH2:21][C@:4]12[CH3:5])[C@:17]1([CH3:18])[C:12](=[CH:13][C:14](=[O:22])[CH2:15][CH2:16]1)[N:11]([C:23]([O:25][C:26]([CH3:29])([CH3:28])[CH3:27])=[O:24])[CH2:10]3 |f:2.3.4|. Reported procedure: A solution of 17β-Hydroxymethyl-3b-hydroxy-6-t-butoxycarbonyl-6-azaandrost-4-ene (prepared as described in Example 5 above), in chloroform (250 mL) is treated with activated manganese(IV) oxide. After stirring 3.5 h, the manganese salts are removed by filtration through Celite. The solution is concentrated and chromatographed on silica gel (50% ethyl acetate/hexanes) to give 17β-hydroxymethyl-6-t-butoxycarbonyl-6-azaandrost-4-en-3-one of sufficient purity to carry on to subsequent steps; yield 9... Starting materials: O (Water), NC1=CC=C(C=C1)[C@H]1[C@@H](C1)C(=O)O (racemic-(trans)-2-(4-aminophenyl)cyclopropanecarboxylic acid), ClC(C)Cl (dichloroethane), C(C)(=O)O[BH-](OC(C)=O)OC(C)=O.[Na+] (sodium triacetoxyborohydride), ClC1=C(C=CC=C1)C1=CC=C(C=O)O1 (5-(2-chlorophenyl)furfural). Run at time 2 day. Yields the product ClC1=CC=C(C=C1)C1=CC=C(O1)CNC1=CC=C(C=C1)[C@H]1[C@@H](C1)C(=O)O (Racemic-(trans)-2-[4-({[5-(4-chlorophenyl)-2-furanyl]methyl}amino)phenyl]cyclopropanecarboxylic Acid). The yield is 60.0%. RXN SMILES: [NH2:1][C:2]1[CH:7]=[CH:6][C:5]([C@@H:8]2[CH2:10][C@H:9]2[C:11]([OH:13])=[O:12])=[CH:4][CH:3]=1.Cl[C:15]1[CH:20]=[CH:19][CH:18]=[CH:17][C:16]=1[C:21]1[O:27][C:24]([CH:25]=O)=[CH:23][CH:22]=1.C(O[BH-](OC(=O)C)OC(=O)C)(=O)C.[Na+].O.[Cl:43]C(Cl)C>>[Cl:43][C:19]1[CH:18]=[CH:17][C:16]([C:21]2[O:27][C:24]([CH2:25][NH:1][C:2]3[CH:3]=[CH:4][C:5]([C@@H:8]4[CH2:10][C@H:9]4[C:11]([OH:13])=[O:12])=[CH:6][CH:7]=3)=[CH:23][CH:22]=2)=[CH:15][CH:20]=1 |f:2.3|. Procedure: To a mixture of (of racemic-(trans)-2-(4-aminophenyl)cyclopropanecarboxylic acid (I-1) (0.057 g, 0.322 mmol) in dichloroethane (2.5 mL) was added 5-(2-chlorophenyl)furfural (0.059 g, 0.285 mmol). The mixture was stirred for 2 days followed by addition of sodium triacetoxyborohydride (0.097 g, 0.458 mmol). The mixture was stirred for 7 h at RT. Water was added (10 mL), and the layers were separated. The aqueous phase was extracted with CH2Cl2 (2×10 mL). The combined organics were dried with MgSO4... The reactants are CC(=C=O)C (2-Methylprop-1-en-1-one), C1(=CC=CC=C1)CC=O (2-phenylacetaldehyde), C(=O)(O)[O-].[Na+] (NaHCO3). The reagents and catalysts are [Cl-].[Zn+2].[Cl-] (Zinc(II) chloride). The solvent is C(C)OC(C)=O (ethylacetate). Conditions: temperature 0 celsius. The product is C(C1=CC=CC=C1)C1C(C(O1)=O)(C)C (4-benzyl-3,3-dimethyloxetan-2-one). Yield: 84.1%. RXN SMILES: [CH3:1][C:2]([CH3:5])=[C:3]=[O:4].[C:6]1([CH2:12][CH:13]=[O:14])[CH:11]=[CH:10][CH:9]=[CH:8][CH:7]=1.C([O-])(O)=O.[Na+]>C(OC(=O)C)C.[Cl-].[Zn+2].[Cl-]>[CH2:12]([CH:13]1[O:14][C:3](=[O:4])[C:2]1([CH3:5])[CH3:1])[C:6]1[CH:11]=[CH:10][CH:9]=[CH:8][CH:7]=1 |f:2.3,5.6.7|. Reported procedure: 2-Methylprop-1-en-1-one (0.04 g, 5.0 mmol) and 2-phenylacetaldehyde (0.60 g, 5.0 mmol) were dissolved in ethylacetate (3.5 mL) and stirred at 0° C. under nitrogen. Zinc(II) chloride (0.03 g, 0.25 mmol) was added quickly and the reaction mixture was kept at 0° C. for a short period and then at room temperature overnight (monitored by TLC). The reaction mixture was then treated at room temperature with a solution of NaHCO3(aq). The organic layers were combined, dried, and concentrated in vacuo, an... RXN SMILES: [CH3:19][c:20]1[n:21][o:22][c:23]([CH3:28])[c:24]1[CH2:25][CH2:26][NH2:27].[Cl:1][C:2]1=[C:6]([c:7]2[cH:8][cH:9][cH:10][cH:11][cH:12]2)[S:5](=[O:13])(=[O:14])[N:4]([CH:15]([CH3:16])[CH3:17])[C:3]1=[O:18]>>[C:2]1([NH:27][CH2:26][CH2:25][c:24]2[c:20]([CH3:19])[n:21][o:22][c:23]2[CH3:28])=[C:6]([c:7]2[cH:8][cH:9][cH:10][cH:11][cH:12]2)[S:5](=[O:13])(=[O:14])[N:4]([CH:15]([CH3:16])[CH3:17])[C:3]1=[O:18]. Yields the product Cc1noc(C)c1CCNC1=C(c2ccccc2)S(=O)(=O)N(C(C)C)C1=O. The reactants are Cc1noc(C)c1CCN, CC(C)N1C(=O)C(Cl)=C(c2ccccc2)S1(=O)=O. Starting materials: BrC1=NN(C(=C1)C1=NC2=C(C(O1)=O)C=C(C=C2C)C#N)C2=NC=CC=C2Cl (2-[3-bromo-1-(3-chloro-2-pyridinyl)-1H-pyrazol-5-yl]-6-cyano-8-methyl-4H-3,1-benzoxazin-4-one), BrC1=NN(C(=C1)C1=NC2=C(C(O1)=O)C=C(C=C2C)C#N)C2=NC=CC=C2Cl (2-[3-bromo-1-(3-chloro-2-pyridinyl)-1H-pyrazol-5-yl]-6-cyano-8-methyl-4H-3,1-benzoxazin-4-one), [OH-].[NH4+] (ammonium hydroxide). The solvent is O1CCCC1 (tetrahydrofuran). Reaction conditions: time 5 minute. Yields the product BrC1=NN(C(=C1)C(=O)NC1=C(C=C(C=C1C(=O)N)C#N)C)C1=NC=CC=C1Cl (3-bromo-1-(3-chloro-2-pyridinyl)-N-[4-cyano-2-methyl-6-(aminocarbonyl)phenyl]-1H-pyrazole-5-carboxamide). As a reaction SMILES: [Br:1][C:2]1[CH:6]=[C:5]([C:7]2[O:12][C:11](=[O:13])[C:10]3[CH:14]=[C:15]([C:19]#[N:20])[CH:16]=[C:17]([CH3:18])[C:9]=3[N:8]=2)[N:4]([C:21]2[C:26]([Cl:27])=[CH:25][CH:24]=[CH:23][N:22]=2)[N:3]=1.[OH-].[NH4+:29]>O1CCCC1>[Br:1][C:2]1[CH:6]=[C:5]([C:7]([NH:8][C:9]2[C:10]([C:11]([NH2:29])=[O:13])=[CH:14][C:15]([C:19]#[N:20])=[CH:16][C:17]=2[CH3:18])=[O:12])[N:4]([C:21]2[C:26]([Cl:27])=[CH:25][CH:24]=[CH:23][N:22]=2)[N:3]=1 |f:1.2|. Reported procedure: To a solution of 2-[3-bromo-1-(3-chloro-2-pyridinyl)-1H-pyrazol-5-yl]-6-cyano-8-methyl-4H-3,1-benzoxazin-4-one (i.e. the cyanobenzoxazinone product of Example 5, Step F) (100 mg, 0.22 mmol) in tetrahydrofuran (5 mL) was added dropwise ammonium hydroxide (0.5 mL, 12.8 mmol) at room temperature. The reaction mixture was then stirred for five minutes, at which point thin layer chromatography on silica gel confirmed completion of the reaction. The tetrahydrofuran solvent was evaporated under reduced... Reactants: FC1=C(CN2N=C(C=3C2=NC(=NC3)C)C=3N=C(C2=C(N3)NC(C2(C)C)=O)I)C=CC=C1F (2-[1-(2,3-difluorobenzyl)-6-methyl-1H-pyrazolo[3,4-d]pyrimidin-3-yl]-4-iodo-5,5-dimethyl-5,7-dihydro-6H-pyrrolo[2,3-d]pyrimidin-6-one). Reagents/catalysts: [Pd] (palladium on charcoal). Run in CN(C)C=O (DMF). Yields the product FC1=C(CN2N=C(C=3C2=NC(=NC3)C)C=3N=CC2=C(N3)NC(C2(C)C)=O)C=CC=C1F (2-[1-(2,3-Difluorobenzyl)-6-methyl-1H-pyrazolo[3,4-d]pyrimidin-3-yl]-5,5-dimethyl-5,7-dihydro-6H-pyrrolo[2,3-d]pyrimidin-6-one). Isolated yield 28.5%. As a reaction SMILES: [F:1][C:2]1[C:31]([F:32])=[CH:30][CH:29]=[CH:28][C:3]=1[CH2:4][N:5]1[C:9]2=[N:10][C:11]([CH3:14])=[N:12][CH:13]=[C:8]2[C:7]([C:15]2[N:16]=[C:17](I)[C:18]3[C:23]([CH3:25])([CH3:24])[C:22](=[O:26])[NH:21][C:19]=3[N:20]=2)=[N:6]1>CN(C=O)C.[Pd]>[F:1][C:2]1[C:31]([F:32])=[CH:30][CH:29]=[CH:28][C:3]=1[CH2:4][N:5]1[C:9]2=[N:10][C:11]([CH3:14])=[N:12][CH:13]=[C:8]2[C:7]([C:15]2[N:16]=[CH:17][C:18]3[C:23]([CH3:25])([CH3:24])[C:22](=[O:26])[NH:21][C:19]=3[N:20]=2)=[N:6]1. Reported procedure: 44 mg (0.05 mmol) of 2-[1-(2,3-difluorobenzyl)-6-methyl-1H-pyrazolo[3,4-d]pyrimidin-3-yl]-4-iodo-5,5-dimethyl-5,7-dihydro-6H-pyrrolo[2,3-d]pyrimidin-6-one were dissolved in 8 ml of absolute DMF, 11 mg (0.01 mmol) of 10% palladium on charcoal were added and hydrogenation was effected under standard hydrogen pressure for 4 h. The reaction mixture was filtered and purified by means of preparative HPLC (eluent: acetonitrile/water, gradient 20:80→100:0). 6 mg of the target compound were obtained (pur... Starting materials: N12C[C@@H](C(CC1)CC2)OC(=O)N2C=NC=C2 (imidazole-1-carboxylic acid (R)-1-aza-bicyclo[2.2.2]oct-3-yl ester), FC=1C=C(C=C(C1)F)C(O)C1=CC(=CC=C1)F ((3,5-difluoro-phenyl)-(3-fluoro-phenyl)-methanol). The product is FC=1C=C(C=C(C1)F)C(C1=CC(=CC=C1)F)OC(O[C@H]1CN2CCC1CC2)=O (Carbonic acid (R)-(1-aza-bicyclo[2.2.2]oct-3-yl) ester (3,5-difluoro-phenyl)-(3-fluoro-phenyl)-methyl ester). Reaction SMILES: [N:1]12[CH2:8][CH2:7][CH:4]([CH2:5][CH2:6]1)[C@@H:3]([O:9][C:10](N1C=CN=C1)=[O:11])[CH2:2]2.[F:17][C:18]1[CH:19]=[C:20]([CH:25]([C:27]2[CH:32]=[CH:31][CH:30]=[C:29]([F:33])[CH:28]=2)[OH:26])[CH:21]=[C:22]([F:24])[CH:23]=1>>[F:17][C:18]1[CH:19]=[C:20]([CH:25]([O:26][C:10](=[O:11])[O:9][C@@H:3]2[CH:4]3[CH2:5][CH2:6][N:1]([CH2:8][CH2:7]3)[CH2:2]2)[C:27]2[CH:32]=[CH:31][CH:30]=[C:29]([F:33])[CH:28]=2)[CH:21]=[C:22]([F:24])[CH:23]=1. Procedure: The desired product was prepared by reacting imidazole-1-carboxylic acid (R)-1-aza-bicyclo[2.2.2]oct-3-yl ester with (3,5-difluoro-phenyl)-(3-fluoro-phenyl)-methanol.